This data is from the Open Reaction Database (ORD), a public repository of structured organic reaction records. The task is: describe an organic reaction: reactants, conditions, products, and yield The reactants are FC(S(=O)(=O)OC=1C=C2CCC(C2=CC1C)CC(=O)OC)(F)F (Methyl (5-trifluoromethylsulfonyloxy-6-methylindan-1-yl)acetate), CN1C(CCC1)=O (N-methylpyrrolidinone). Reagents/catalysts: C=1C=CC(=CC1)/C=C/C(=O)/C=C/C2=CC=CC=C2.C=1C=CC(=CC1)/C=C/C(=O)/C=C/C2=CC=CC=C2.C=1C=CC(=CC1)/C=C/C(=O)/C=C/C2=CC=CC=C2.[Pd].[Pd] (Pd2dba3), C1=CC=C(C=C1)P([C-]2C=CC=C2)C3=CC=CC=C3.C1=CC=C(C=C1)P([C-]2C=CC=C2)C3=CC=CC=C3.[Fe+2] (dppf), [C-]#N.[C-]#N.[Zn+2] (Zn(CN)2). Solvent: CCOC(=O)C (EtOAc). Run at temperature 100 celsius. The product is C(#N)C=1C=C2CCC(C2=CC1C)CC(=O)OC (Methyl (5-cyano-6-methylindan-1-yl)acetate). Reaction SMILES: FC(F)(F)S(O[C:7]1[CH:8]=[C:9]2[C:13](=[CH:14][C:15]=1[CH3:16])[CH:12]([CH2:17][C:18]([O:20][CH3:21])=[O:19])[CH2:11][CH2:10]2)(=O)=O.[CH3:24][N:25]1CCCC1=O>CCOC(C)=O.C1C=CC(/C=C/C(/C=C/C2C=CC=CC=2)=O)=CC=1.C1C=CC(/C=C/C(/C=C/C2C=CC=CC=2)=O)=CC=1.C1C=CC(/C=C/C(/C=C/C2C=CC=CC=2)=O)=CC=1.[Pd].[Pd].C1C=CC(P(C2C=CC=CC=2)[C-]2C=CC=C2)=CC=1.C1C=CC(P(C2C=CC=CC=2)[C-]2C=CC=C2)=CC=1.[Fe+2].[C-]#N.[C-]#N.[Zn+2]>[C:24]([C:7]1[CH:8]=[C:9]2[C:13](=[CH:14][C:15]=1[CH3:16])[CH:12]([CH2:17][C:18]([O:20][CH3:21])=[O:19])[CH2:11][CH2:10]2)#[N:25] |f:3.4.5.6.7,8.9.10,11.12.13|. Procedure details: To a solution of methyl (5-trifluoromethylsulfonyloxy-6-methylindan-1-yl)acetate (405 mg, 1.15 mmol, from Step E) in N-methylpyrrolidinone (5 mL), Pd2dba3 (5.00 mg, 0.00546 mmol), dppf (7 mg, 0.0127 mmol) and Zn(CN)2 were added under Ar. The reaction mixture was heated to 100° C. for 15 hr, cooled to ambient temperature and diluted with EtOAc. The organic layer was washed several times with H2O, dried (brine, MgSO4), filtered and concentrated in vacuo. Purification by flash chromatography (10% E... Reactants: O=C([O-])[O-], CN(C)C=O, O=C(Cl)OCc1ccccc1, [K+], [K+], O, Oc1ccc(N2CCNCC2)cc1. The product is O=C(OCc1ccccc1)N1CCN(c2ccc(O)cc2)CC1. RXN SMILES: [C:14](=[O:15])([O-:16])[O-:17].[CH3:32][N:33]([CH3:34])[CH:35]=[O:36].[Cl:20][C:21](=[O:22])[O:23][CH2:24][c:25]1[cH:26][cH:27][cH:28][cH:29][cH:30]1.[K+:18].[K+:19].[OH2:31].[OH:1][c:2]1[cH:3][cH:4][c:5]([N:8]2[CH2:9][CH2:10][NH:11][CH2:12][CH2:13]2)[cH:6][cH:7]1>>[OH:1][c:2]1[cH:3][cH:4][c:5]([N:8]2[CH2:9][CH2:10][N:11]([C:21](=[O:22])[O:23][CH2:24][c:25]3[cH:26][cH:27][cH:28][cH:29][cH:30]3)[CH2:12][CH2:13]2)[cH:6][cH:7]1. The product is [O-][n+]1cnc2c(ncn2C2OC(CO)C(O)C2O)c1NCc1ccccc1. Starting materials: OCC1OC(n2cnc3c(NCc4ccccc4)ncnc32)C(O)C1O, CC(=O)O, O=C(OO)c1cccc(Cl)c1. Reaction SMILES: [CH2:1]([c:2]1[cH:3][cH:4][cH:5][cH:6][cH:7]1)[NH:8][c:9]1[c:10]2[n:11][cH:12][n:13]([CH:14]3[CH:15]([OH:16])[CH:17]([OH:18])[CH:19]([CH2:20][OH:21])[O:22]3)[c:23]2[n:24][cH:25][n:26]1.[CH3:38][C:39](=[O:40])[OH:41].[Cl:27][c:28]1[cH:29][cH:30][cH:31][c:32]([C:33]([O:34][OH:36])=[O:35])[cH:37]1>>[CH2:1]([c:2]1[cH:3][cH:4][cH:5][cH:6][cH:7]1)[NH:8][c:9]1[c:10]2[n:11][cH:12][n:13]([CH:14]3[CH:15]([OH:16])[CH:17]([OH:18])[CH:19]([CH2:20][OH:21])[O:22]3)[c:23]2[n:24][cH:25][n+:26]1[O-:35]. Product: O=C(OCc1ccccc1)N1CC2CCNC2C1. As a reaction SMILES: [C:1]([O:2][C:3](=[O:4])[N:8]1[CH:9]2[CH:10]([CH2:11][CH2:12]1)[CH2:13][N:14]([C:16](=[O:17])[O:18][CH2:19][c:20]1[cH:21][cH:22][cH:23][cH:24][cH:25]1)[CH2:15]2)([CH3:5])([CH3:6])[CH3:7].[Cl:33][CH2:34][Cl:35].[OH:26][C:27]([C:28]([F:29])([F:30])[F:31])=[O:32]>>[NH:8]1[CH:9]2[CH:10]([CH2:11][CH2:12]1)[CH2:13][N:14]([C:16](=[O:17])[O:18][CH2:19][c:20]1[cH:21][cH:22][cH:23][cH:24][cH:25]1)[CH2:15]2. Reactants: CC(C)(C)OC(=O)N1CCC2CN(C(=O)OCc3ccccc3)CC21, ClCCl, O=C(O)C(F)(F)F. Reactants: CCOC(=O)c1cc(C)n[nH]1, ClCCl, C[Al](C)C, Nc1ccc(Br)cn1. Product: Cc1cc(C(=O)Nc2ccc(Br)cn2)[nH]n1. Reaction SMILES: [CH2:13]([O:15][C:16](=[O:14])[c:18]1[cH:19][c:20]([CH3:23])[n:21][nH:22]1)[CH3:17].[CH2:24]([Cl:25])[Cl:26].[CH3:9][Al:10]([CH3:11])[CH3:12].[NH2:1][c:2]1[n:3][cH:4][c:5]([Br:8])[cH:6][cH:7]1>>[NH:1]([c:2]1[n:3][cH:4][c:5]([Br:8])[cH:6][cH:7]1)[C:16](=[O:15])[c:18]1[cH:19][c:20]([CH3:23])[n:21][nH:22]1.